Dataset: the Open Reaction Database (ORD), a public repository of structured organic reaction records. Task: describe an organic reaction: reactants, conditions, products, and yield Starting materials: N1CCC(CC1)C1=CNC2=CC=CC=C12 (3-piperidin-4-yl-1H-indole), C(C)OC(=O)C=1OC(=CC1)CBr (5-bromomethyl-furan-2-carboxylic acid ethyl ester), FC1=CC=C(CN2C=C(C3=CC=CC=C23)C2CCN(CC2)CC2=CC=C(O2)C(=O)O)C=C1 (5-{4-[1-(4-fluorobenzyl)-1H-indol-3-yl]-piperidin-1-ylmethyl}-furan-2-carboxylic acid). Product: FC1=CC=C(CBr)C=C1 (4-fluorobenzyl bromide). Isolated yield 32.0%. As a reaction SMILES: N1CCC(C2C3C(=CC=CC=3)NC=2)CC1.C(OC(C1OC(C[Br:27])=CC=1)=O)C.[F:28][C:29]1[CH:59]=[CH:58][C:32]([CH2:33]N2C3C(=CC=CC=3)C(C3CCN(CC4OC(C(O)=O)=CC=4)CC3)=C2)=[CH:31][CH:30]=1>>[F:28][C:29]1[CH:59]=[CH:58][C:32]([CH2:33][Br:27])=[CH:31][CH:30]=1. Procedure details: The procedure described in Example 1 was performed using 0.2 g (1 mmol) of 3-piperidin-4-yl-1H-indole and 0.19 g (1.1 mmol) of 5-bromomethyl-furan-2-carboxylic acid ethyl ester. 0.08 g (0.22 mmol) of the crude, obtained as in step D, were then alkylated with 0.04 mL (0.33 mmol) of 4-fluorobenzyl bromide affording 0.031 g (32% yield) of 5-{4-[1-(4-fluorobenzyl)-1H-indol-3-yl]-piperidin-1-ylmethyl}-furan-2-carboxylic acid.